From a dataset of the Open Reaction Database (ORD), a public repository of structured organic reaction records. describe an organic reaction: reactants, conditions, products, and yield Reactants: C1CCCCC1, CCOCC, CCOCC, Cl, [Li]c1ccccc1, N=C=N, [Na+], O=C([O-])O. The product is N=C(N)c1ccccc1. RXN SMILES: [CH2:27]1[CH2:28][CH2:29][CH2:30][CH2:31][CH2:32]1.[CH3:17][CH2:18][O:19][CH2:20][CH3:21].[CH3:22][CH2:23][O:24][CH2:25][CH3:26].[ClH:11].[Li:4][c:5]1[cH:6][cH:7][cH:8][cH:9][cH:10]1.[NH:1]=[C:2]=[NH:3].[Na+:16].[O-:12][C:13]([OH:14])=[O:15]>>[NH2:1][C:2](=[NH:3])[c:5]1[cH:6][cH:7][cH:8][cH:9][cH:10]1. The reactants are CCN(C=O)CC, ClC(Cl)Cl, CC(C(=O)O)c1ccc2c(=O)c3ccccc3ccc2c1, O=S(Cl)Cl. The product is CC(C(=O)Cl)c1ccc2c(=O)c3ccccc3ccc2c1. Reaction SMILES: [CH2:26]([N:27]([CH2:28][CH3:29])[CH:30]=[O:31])[CH3:32].[CH:33]([Cl:34])([Cl:35])[Cl:36].[O:1]=[c:2]1[c:3]2[c:4]([cH:5][cH:6][c:7]3[c:8]1[cH:9][cH:10][c:11]([CH:13]([C:14](=[O:15])[OH:16])[CH3:17])[cH:12]3)[cH:18][cH:19][cH:20][cH:21]2.[S:22]([Cl:23])([Cl:24])=[O:25]>>[O:1]=[c:2]1[c:3]2[c:4]([cH:5][cH:6][c:7]3[c:8]1[cH:9][cH:10][c:11]([CH:13]([C:14](=[O:15])[Cl:24])[CH3:17])[cH:12]3)[cH:18][cH:19][cH:20][cH:21]2. The reactants are C1CCOC1, CCCCCCCCCC=Cc1ccc(OCCCC(=O)OCC)cc1, Cl, [Li+], [OH-], O, O. Product: CCCCCCCCCC=Cc1ccc(OCCCC(=O)O)cc1. As a reaction SMILES: [CH2:31]1[O:32][CH2:33][CH2:34][CH2:35]1.[CH:1](=[CH:2][CH2:3][CH2:4][CH2:5][CH2:6][CH2:7][CH2:8][CH2:9][CH2:10][CH3:11])[c:12]1[cH:13][cH:14][c:15]([O:16][CH2:17][CH2:18][CH2:19][C:20](=[O:21])[O:22][CH2:23][CH3:24])[cH:25][cH:26]1.[ClH:30].[Li+:29].[OH-:28].[OH2:27].[OH2:36]>>[CH:1](=[CH:2][CH2:3][CH2:4][CH2:5][CH2:6][CH2:7][CH2:8][CH2:9][CH2:10][CH3:11])[c:12]1[cH:13][cH:14][c:15]([O:16][CH2:17][CH2:18][CH2:19][C:20](=[O:21])[OH:22])[cH:25][cH:26]1. Starting materials: COC(=O)C1=C(C)NC(C)=C(C(=O)OCCCOc2ccc(CCOC3CCCCO3)cc2)C1c1cccc([N+](=O)[O-])c1, CO, ClCCl, O, Cc1ccc(S(=O)(=O)O)cc1. Product: COC(=O)C1=C(C)NC(C)=C(C(=O)OCCCOc2ccc(CCO)cc2)C1c1cccc([N+](=O)[O-])c1. Reaction SMILES: [CH3:1][C:2]1=[C:7]([C:8](=[O:9])[O:10][CH3:11])[CH:6]([c:12]2[cH:13][c:14]([N+:18](=[O:19])[O-:20])[cH:15][cH:16][cH:17]2)[C:5]([C:21](=[O:22])[O:23][CH2:24][CH2:25][CH2:26][O:27][c:28]2[cH:29][cH:30][c:31]([CH2:34][CH2:35][O:36][CH:37]3[CH2:38][CH2:39][CH2:40][CH2:41][O:42]3)[cH:32][cH:33]2)=[C:4]([CH3:43])[NH:3]1.[CH3:59][OH:60].[Cl:55][CH2:56][Cl:57].[OH2:58].[c:44]1([CH3:45])[cH:46][cH:47][c:48]([S:49]([OH:50])(=[O:51])=[O:52])[cH:53][cH:54]1>>[CH3:1][C:2]1=[C:7]([C:8](=[O:9])[O:10][CH3:11])[CH:6]([c:12]2[cH:13][c:14]([N+:18](=[O:19])[O-:20])[cH:15][cH:16][cH:17]2)[C:5]([C:21](=[O:22])[O:23][CH2:24][CH2:25][CH2:26][O:27][c:28]2[cH:29][cH:30][c:31]([CH2:34][CH2:35][OH:36])[cH:32][cH:33]2)=[C:4]([CH3:43])[NH:3]1. The reactants are C(C1=CC=CC=C1)Br (benzyl bromide), OC=1C=C(C(=O)OC)C=CC1I (methyl 3-hydroxy-4-iodobenzoate), C([O-])([O-])=O.[K+].[K+] (potassium carbonate). Run in C(C)C(=O)C (methyl ethyl ketone). Reaction conditions: temperature 60 celsius. The product is C(C1=CC=CC=C1)OC=1C=C(C(=O)OC)C=CC1I (methyl 3-benzyloxy-4-iodobenzoate). Yield: 104.2%. RXN SMILES: [CH2:1](Br)[C:2]1[CH:7]=[CH:6][CH:5]=[CH:4][CH:3]=1.[OH:9][C:10]1[CH:11]=[C:12]([CH:17]=[CH:18][C:19]=1[I:20])[C:13]([O:15][CH3:16])=[O:14].C(=O)([O-])[O-].[K+].[K+]>C(C(C)=O)C>[CH2:1]([O:9][C:10]1[CH:11]=[C:12]([CH:17]=[CH:18][C:19]=1[I:20])[C:13]([O:15][CH3:16])=[O:14])[C:2]1[CH:7]=[CH:6][CH:5]=[CH:4][CH:3]=1 |f:2.3.4|. Procedure details: 2.35 mL (19.78 mmol, 1.1 eq) of benzyl bromide are added to a solution of 5.0 g (17.98 mmol, 1 eq) of methyl 3-hydroxy-4-iodobenzoate in 30 ml of methyl ethyl ketone in the presence of 5.0 g (36.18 mmol, 2 eq) of potassium carbonate. The reaction mixture is heated at 60° C. for 5 hours and then hydrolyzed in water and extracted with ethyl acetate. 6.9 g of methyl 3-benzyloxy-4-iodobenzoate are obtained in oil form and are used in the following reaction without further purification. Starting materials: ClC=1C(=C(C(=O)OC2=CC=CC=C2)C(=C(C1)[N+](=O)[O-])O)O (phenyl 3-chloro-2,6-dihydroxy-5-nitrobenzoate), NC1=CC(=C(C=C1)C(C#N)C1=CC=C(C=C1)OC)C(F)(F)F (4-amino-α-(4-methoxyphenyl)-2-(trifluoromethyl)benzeneacetonitrile), ClC1=C(C=C(C=C1)Cl)Cl (1,2,4-trichlorobenzene). Conditions: temperature 190 celsius, time 10 minute. Yields the product OC1=C(C(=O)N)C(=C(C=C1)[N+](=O)[O-])O (2,6-dihydroxy-5-nitrobenzamide). Reaction SMILES: Cl[C:2]1[C:3]([OH:21])=[C:4]([C:14]([OH:20])=[C:15]([N+:17]([O-:19])=[O:18])[CH:16]=1)[C:5](OC1C=CC=CC=1)=[O:6].[NH2:22]C1C=CC(C(C2C=CC(OC)=CC=2)C#N)=C(C(F)(F)F)C=1.ClC1C=CC(Cl)=CC=1Cl>>[OH:21][C:3]1[CH:2]=[CH:16][C:15]([N+:17]([O-:19])=[O:18])=[C:14]([OH:20])[C:4]=1[C:5]([NH2:22])=[O:6]. Procedure: A mixture of 3 parts of phenyl 3-chloro-2,6-dihydroxy-5-nitrobenzoate, 3 parts of 4-amino-α-(4-methoxyphenyl)-2-(trifluoromethyl)benzeneacetonitrile and 30 parts of 1,2,4-trichlorobenzene is stirred for 10 minutes at 190° C. The reaction mixture is cooled and poured onto 140 parts of petroleumether while stirring. The supernatant phase is decanted and the residue is boiled in methylbenzene and stirred with activated charcoal. The latter is filtered off over hyflo. Petroleumether is added to the ... Reactants: CC(C)(C)OC(=O)NC(Cc1ccccc1C(F)(F)F)C(=O)O, CCN(C(C)C)C(C)C, ClC(Cl)Cl, COc1sc(C(=O)O)cc1-c1c(Cl)cnn1C, NC(Cc1cccc(C(F)(F)F)c1)CN1C(=O)c2ccccc2C1=O. The product is COc1sc(C(=O)NC(Cc2cccc(C(F)(F)F)c2)CN2C(=O)c3ccccc3C2=O)cc1-c1c(Cl)cnn1C. RXN SMILES: [CH3:43][C:44]([O:45][C:46]([NH:47][CH:48]([C:49]([OH:50])=[O:51])[CH2:52][c:53]1[cH:54][cH:55][cH:56][cH:57][c:58]1[C:59]([F:60])([F:61])[F:62])=[O:63])([CH3:64])[CH3:65].[CH:66]([N:67]([CH2:68][CH3:69])[CH:70]([CH3:71])[CH3:72])([CH3:73])[CH3:74].[CH:75]([Cl:76])([Cl:77])[Cl:78].[Cl:1][c:2]1[cH:3][n:4][n:5]([CH3:17])[c:6]1-[c:7]1[cH:8][c:9]([C:14](=[O:15])[OH:16])[s:10][c:11]1[O:12][CH3:13].[NH2:18][CH:19]([CH2:20][N:21]1[C:22](=[O:31])[c:23]2[cH:24][cH:25][cH:26][cH:27][c:28]2[C:29]1=[O:30])[CH2:32][c:33]1[cH:34][c:35]([C:39]([F:40])([F:41])[F:42])[cH:36][cH:37][cH:38]1>>[Cl:1][c:2]1[cH:3][n:4][n:5]([CH3:17])[c:6]1-[c:7]1[cH:8][c:9]([C:14](=[O:16])[NH:18][CH:19]([CH2:20][N:21]2[C:22](=[O:31])[c:23]3[cH:24][cH:25][cH:26][cH:27][c:28]3[C:29]2=[O:30])[CH2:32][c:33]2[cH:34][c:35]([C:39]([F:40])([F:41])[F:42])[cH:36][cH:37][cH:38]2)[s:10][c:11]1[O:12][CH3:13].